The task is: describe an organic reaction: reactants, conditions, products, and yield. This data is from the Open Reaction Database (ORD), a public repository of structured organic reaction records. Reactants: CN1N=CC(=C1C(NC1=CC=2N(C=C1)N=C(N2)C2=CC=CC=C2)=O)C(=O)O (1-methyl-5-(2-phenyl-[1,2,4]triazolo[1,5-a]pyridin-7-ylcarbamoyl)-1H-pyrazole-4-carboxylic acid), N1CCS(CC1)(=O)=O (thiomorpholine-1,1-dioxide), C(C)(C)N(CC)C(C)C (diisopropylethylamine), CCCP(=O)=O (propylphosphonic anhydride). The solvent is O1CCCC1 (tetrahydrofurane). Run at temperature 70 celsius, time 4 hour. Yields the product C1(=CC=CC=C1)C1=NN2C(C=C(C=C2)NC(=O)C=2N(N=CC2C(=O)N2CCS(CC2)(=O)=O)C)=N1 (4-(1,1-dioxo-thiomorpholine-4-carbonyl)-2-methyl-2H-pyrazole-3-carboxylic acid (2-phenyl-[1,2,4]triazolo[1,5-a]pyridin-7-yl)-amide). Yield: 84.6%. RXN SMILES: [CH3:1][N:2]1[C:6]([C:7](=[O:24])[NH:8][C:9]2[CH:14]=[CH:13][N:12]3[N:15]=[C:16]([C:18]4[CH:23]=[CH:22][CH:21]=[CH:20][CH:19]=4)[N:17]=[C:11]3[CH:10]=2)=[C:5]([C:25]([OH:27])=O)[CH:4]=[N:3]1.[NH:28]1[CH2:33][CH2:32][S:31](=[O:35])(=[O:34])[CH2:30][CH2:29]1.C(N(C(C)C)CC)(C)C.CCCP(=O)=O>O1CCCC1>[C:18]1([C:16]2[N:17]=[C:11]3[CH:10]=[C:9]([NH:8][C:7]([C:6]4[N:2]([CH3:1])[N:3]=[CH:4][C:5]=4[C:25]([N:28]4[CH2:33][CH2:32][S:31](=[O:35])(=[O:34])[CH2:30][CH2:29]4)=[O:27])=[O:24])[CH:14]=[CH:13][N:12]3[N:15]=2)[CH:23]=[CH:22][CH:21]=[CH:20][CH:19]=1. Procedure: A mixture of 1-methyl-5-(2-phenyl-[1,2,4]triazolo[1,5-a]pyridin-7-ylcarbamoyl)-1H-pyrazole-4-carboxylic acid (100 mg, 276 μmol), thiomorpholine-1,1-dioxide (44.8 mg, 331 μmol), diisopropylethylamine (145 μl, 828 μmol) and propylphosphonic anhydride (50% in ethyl acetate, 407 μl, 690 μmol) in tetrahydrofurane (7.00 ml) is stirred for 4 hours at 70° C. and then for 60 hours at 25° C. under nitrogen atmosphere. The solvent is evaporated and to the residue is added sat. aqueous sodium hydrogencarbon... Reactants: Cc1ccccc1, O=CO, CCCc1cc(F)c(C2CCC3(CC2)OCCO3)c(F)c1. The product is CCCc1cc(F)c(C2CCC(=O)CC2)c(F)c1. RXN SMILES: [CH3:22][c:23]1[cH:24][cH:25][cH:26][cH:27][cH:28]1.[CH:29]([OH:30])=[O:31].[F:1][c:2]1[c:3]([CH:12]2[CH2:13][CH2:14][C:15]3([O:16][CH2:19][CH2:18][O:17]3)[CH2:20][CH2:21]2)[c:4]([F:11])[cH:5][c:6]([CH2:8][CH2:9][CH3:10])[cH:7]1>>[F:1][c:2]1[c:3]([CH:12]2[CH2:13][CH2:14][C:15](=[O:16])[CH2:20][CH2:21]2)[c:4]([F:11])[cH:5][c:6]([CH2:8][CH2:9][CH3:10])[cH:7]1. Reactants: CC(=O)[O-], CC(=O)[O-], CC(=O)[O-], CCCCc1c(Cc2ccc(-c3ccccc3C#N)cc2)c(=O)n(C2CCC(O)CC2)c2ccnn12, ClCCl, CCOC(C)=O, CCOC(=O)C=[N+]=[N-], O, [Rh+3]. Product: CCCCc1c(Cc2ccc(-c3ccccc3C#N)cc2)c(=O)n(C2CCC(OCC(=O)OCC)CC2)c2ccnn12. As a reaction SMILES: [C:55]([O-:56])(=[O:57])[CH3:58].[C:60]([O-:61])(=[O:62])[CH3:63].[C:64]([O-:65])(=[O:66])[CH3:67].[CH2:1]([CH2:2][CH2:3][CH3:4])[c:5]1[c:6]([CH2:22][c:23]2[cH:24][cH:25][c:26](-[c:29]3[c:30]([C:35]#[N:36])[cH:31][cH:32][cH:33][cH:34]3)[cH:27][cH:28]2)[c:7](=[O:21])[n:8]([CH:14]2[CH2:15][CH2:16][CH:17]([OH:20])[CH2:18][CH2:19]2)[c:9]2[n:10]1[n:11][cH:12][cH:13]2.[CH2:52]([Cl:53])[Cl:54].[CH3:45][CH2:46][O:47][C:48](=[O:49])[CH3:50].[N+:37](=[N-:38])=[CH:39][C:40](=[O:41])[O:42][CH2:43][CH3:44].[OH2:51].[Rh+3:59]>>[CH2:1]([CH2:2][CH2:3][CH3:4])[c:5]1[c:6]([CH2:22][c:23]2[cH:24][cH:25][c:26](-[c:29]3[c:30]([C:35]#[N:36])[cH:31][cH:32][cH:33][cH:34]3)[cH:27][cH:28]2)[c:7](=[O:21])[n:8]([CH:14]2[CH2:15][CH2:16][CH:17]([O:20][CH2:39][C:40](=[O:41])[O:42][CH2:43][CH3:44])[CH2:18][CH2:19]2)[c:9]2[n:10]1[n:11][cH:12][cH:13]2.